This data is from the Open Reaction Database (ORD), a public repository of structured organic reaction records. The task is: describe an organic reaction: reactants, conditions, products, and yield Reactants: CN (Methylamine), N1=C(C=CC=C1)C=O (2-pyridinecarboxaldehyde), Cl (hydrochloric acid), [BH4-].[Na+] (NaBH4). Solvent: C1=CC=CC=C1 (benzene), C1=CC=CC=C1 (Benzene), C(C)O (ethanol), ClCCl (dichloromethane). Reaction conditions: time 8 hour. Product: CNCC1=NC=CC=C1 (2-(methylaminomethyl) pyridine). Isolated yield 85.0%. Reaction SMILES: [CH3:1][NH2:2].[N:3]1[CH:8]=[CH:7][CH:6]=[CH:5][C:4]=1[CH:9]=O.[BH4-].[Na+].Cl>C(O)C.ClCCl.C1C=CC=CC=1>[CH3:1][NH:2][CH2:9][C:4]1[CH:5]=[CH:6][CH:7]=[CH:8][N:3]=1 |f:2.3|. Reported procedure: Methylamine gas was bubbled through the benzene solution(60 ml) of 10.7 g(100 mmol) of 2-pyridinecarboxaldehyde for 2 hours. Benzene was distilledoff under a reduced pressure and the residue was taken up in 40 ml of ethanol. To the resulting solution was added 5.7 g of NaBH4 in three portions and the resulting mixture was stirred at room temperature for 8 hours. To the reaction mixture was added 0.5N hydrochloric acid with care not to allow the pH below 6. 300 ml of dichloromethane was added the... Starting materials: [Li+].[OH-] (LiOH), C(C)OC(C1=CC=C(C=C1)COC1=CC(=C(C=C1)C(C(C(F)(F)F)(C1=CC(=NC=C1)C)O)C)Cl)=O (4-{3-Chloro-4-[3,3,3-trifluoro-2-hydroxy-1-methyl-2-(2-methyl-pyridin-4-yl)-propyl]-phenoxymethyl}-benzoic acid ethyl ester). Solvent: C1CCOC1.CO (THF methanol), 5/1. Conditions: temperature 50 celsius, time 15 minute. Product: ClC=1C=C(OCC2=CC=C(C(=O)O)C=C2)C=CC1C(C(C(F)(F)F)(C1=CC(=NC=C1)C)O)C (4-{3-Chloro-4-[3,3,3-trifluoro-2-hydroxy-1-methyl-2-(2-methyl-pyridin-4-yl)-propyl]-phenoxymethyl}-benzoic acid), solid. The yield is 93.0%. As a reaction SMILES: C([O:3][C:4](=[O:35])[C:5]1[CH:10]=[CH:9][C:8]([CH2:11][O:12][C:13]2[CH:18]=[CH:17][C:16]([CH:19]([CH3:33])[C:20]([OH:32])([C:25]3[CH:30]=[CH:29][N:28]=[C:27]([CH3:31])[CH:26]=3)[C:21]([F:24])([F:23])[F:22])=[C:15]([Cl:34])[CH:14]=2)=[CH:7][CH:6]=1)C.[Li+].[OH-]>C1COCC1.CO>[Cl:34][C:15]1[CH:14]=[C:13]([CH:18]=[CH:17][C:16]=1[CH:19]([CH3:33])[C:20]([OH:32])([C:25]1[CH:30]=[CH:29][N:28]=[C:27]([CH3:31])[CH:26]=1)[C:21]([F:23])([F:24])[F:22])[O:12][CH2:11][C:8]1[CH:7]=[CH:6][C:5]([C:4]([OH:35])=[O:3])=[CH:10][CH:9]=1 |f:1.2,3.4|. Procedure: 4-{3-Chloro-4-[3,3,3-trifluoro-2-hydroxy-1-methyl-2-(2-methyl-pyridin-4-yl)-propyl]-phenoxymethyl}-benzoic acid ethyl ester (250 mg) was dissolved in THF/methanol=5/1 (6 mL) followed by the addition of aqueous LiOH solution (1.0M, 0.54 mL). The mixture was heated to 50° C. for 3.5 hours. The reaction was cooled and concentrated in vacuo. The residue was dissolved in water (5 mL) and aqueous HCl solution (1.0M, 0.54 mL) was added. The mixture was stirred at r.t. for 15 minutes and then at 0° C. f... Reactants: CO, COC(=O)c1ccc(-c2cc(F)ccc2O)nc1, [Li+], [OH-]. Yields the product O=C(O)c1ccc(-c2cc(F)ccc2O)nc1. RXN SMILES: [CH3:21][OH:22].[F:1][c:2]1[cH:3][cH:4][c:5]([OH:18])[c:6](-[c:8]2[n:9][cH:10][c:11]([C:12](=[O:13])[O:14][CH3:15])[cH:16][cH:17]2)[cH:7]1.[Li+:19].[OH-:20]>>[F:1][c:2]1[cH:3][cH:4][c:5]([OH:18])[c:6](-[c:8]2[n:9][cH:10][c:11]([C:12](=[O:13])[OH:14])[cH:16][cH:17]2)[cH:7]1. Reactants: FC=1C=C(C=CC1C(F)(F)F)C(CC(C(F)(F)F)=O)=O (1-(3-fluoro-4-trifluoromethyl-phenyl)-4,4,4-trifluoro-butane-1,3-dione), 3-fluoro-4-trifluoromethyl-acetophenone, NC1=NNC=C1C=1C=NC=CC1 (3-amino-4-(3-pyridinyl)-pyrazole). The product is FC=1C=C(C=CC1C(F)(F)F)C1=NC=2N(C(=C1)C(F)(F)F)N=CC2C=2C=NC=CC2 (5-(3-Fluoro-4-trifluoromethyl-phenyl)-3-pyridin-3-yl-7-trifluoromethyl-pyrazolo[1,5-a]pyrimidine). Yield: 63.3%. As a reaction SMILES: [F:1][C:2]1[CH:3]=[C:4]([C:12](=O)[CH2:13][C:14](=O)[C:15]([F:18])([F:17])[F:16])[CH:5]=[CH:6][C:7]=1[C:8]([F:11])([F:10])[F:9].[NH2:21][C:22]1[C:26]([C:27]2[CH:28]=[N:29][CH:30]=[CH:31][CH:32]=2)=[CH:25][NH:24][N:23]=1>>[F:1][C:2]1[CH:3]=[C:4]([C:12]2[CH:13]=[C:14]([C:15]([F:18])([F:17])[F:16])[N:23]3[N:24]=[CH:25][C:26]([C:27]4[CH:28]=[N:29][CH:30]=[CH:31][CH:32]=4)=[C:22]3[N:21]=2)[CH:5]=[CH:6][C:7]=1[C:8]([F:11])([F:10])[F:9]. Procedure: Reaction of 1-(3-fluoro-4-trifluoromethyl-phenyl)-4,4,4-trifluoro-butane-1,3-dione (151 mg, 0.5 mmol), prepared from commercially available 3-fluoro-4-trifluoromethyl-acetophenone according to general procedure A, and 3-amino-4-(3-pyridinyl)-pyrazole [CAS No. 40545-68-2; prepared from 3-cyanomethyl-pyridine as described in Bioorg. Med. Chem. Lett. 12 (2002) 3537-3541] (80 mg, 0.5 mmol) according to general procedure B yielded the title compound as a yellow solid (135 mg, 63%). MS (ISP) 427.0 [(M... Starting materials: CC(C)N=C=NC(C)C, CS(=O)(=O)Nc1ccc2c(c1)OC(CN)CO2, CN(C)C=O, O, On1nnc2ccccc21, O=C(O)CCCc1c[nH]c2ccccc12. Product: CS(=O)(=O)Nc1ccc2c(c1)OC(CNCCCCc1c[nH]c3ccccc13)CO2. RXN SMILES: [CH3:27][CH:28]([N:29]=[C:30]=[N:31][CH:32]([CH3:33])[CH3:34])[CH3:35].[CH3:36][S:37](=[O:38])(=[O:39])[NH:40][c:41]1[cH:42][cH:43][c:44]2[c:45]([cH:52]1)[O:46][CH:47]([CH2:50][NH2:51])[CH2:48][O:49]2.[O:53]=[CH:54][N:55]([CH3:56])[CH3:57].[OH2:16].[OH:17][n:18]1[c:19]2[cH:20][cH:21][cH:22][cH:23][c:24]2[n:25][n:26]1.[nH:1]1[cH:2][c:3]([CH2:10][CH2:11][CH2:12][C:13]([OH:14])=[O:15])[c:4]2[cH:5][cH:6][cH:7][cH:8][c:9]12>>[nH:1]1[cH:2][c:3]([CH2:10][CH2:11][CH2:12][CH2:13][NH:51][CH2:50][CH:47]2[O:46][c:45]3[c:44]([cH:43][cH:42][c:41]([NH:40][S:37]([CH3:36])(=[O:38])=[O:39])[cH:52]3)[O:49][CH2:48]2)[c:4]2[cH:5][cH:6][cH:7][cH:8][c:9]12. Starting materials: Cl, [Na+], COCC1CN(c2ccc(C3CCC4(CC3)OCCO4)cn2)C(=O)O1, C1CCOC1, [OH-]. Yields the product COCC1CN(c2ccc(C3CCC(=O)CC3)cn2)C(=O)O1. RXN SMILES: [ClH:33].[Na+:27].[O:1]1[CH2:3][CH2:2][O:4][C:5]12[CH2:6][CH2:7][CH:8]([c:11]1[cH:12][cH:13][c:14]([N:17]3[C:18](=[O:25])[O:19][CH:20]([CH2:22][O:23][CH3:24])[CH2:21]3)[n:15][cH:16]1)[CH2:9][CH2:10]2.[O:28]1[CH2:29][CH2:30][CH2:31][CH2:32]1.[OH-:26]>>[O:4]=[C:5]1[CH2:6][CH2:7][CH:8]([c:11]2[cH:12][cH:13][c:14]([N:17]3[C:18](=[O:25])[O:19][CH:20]([CH2:22][O:23][CH3:24])[CH2:21]3)[n:15][cH:16]2)[CH2:9][CH2:10]1. The reactants are FC=1C(=NC2=CC=CC(=C2N1)C1=CC=2C(NCCC2N1)=O)C (2-(3-fluoro-2-methylquinoxalin-5-yl)-6,7-dihydro-1H-pyrrolo[3,2-c]pyridin-4(5H)-one), Cl.FC1(CC(C1)N)F (3,3-difluorocyclobutanamine hydrochloride), CCN(C(C)C)C(C)C (DIPEA), CO.C(Cl)Cl (MeOH DCM). Run in CS(=O)C (DMSO). Conditions: temperature 80 celsius. Yields the product N1C=CC=2C(NCCC21)=O (6,7-dihydro-1H-pyrrolo[3,2-c]pyridin-4(5H)-one). Yield: 65.1%. RXN SMILES: FC1C(C)=NC2C(N=1)=C([C:12]1[NH:20][C:19]3[CH2:18][CH2:17][NH:16][C:15](=[O:21])[C:14]=3[CH:13]=1)C=CC=2.Cl.FC1(F)CC(N)C1.CCN(C(C)C)C(C)C.CO.C(Cl)Cl>CS(C)=O>[NH:20]1[C:19]2[CH2:18][CH2:17][NH:16][C:15](=[O:21])[C:14]=2[CH:13]=[CH:12]1 |f:1.2,4.5|. Procedure details: Prepared similar to that described in Example 131 using 2-(3-fluoro-2-methylquinoxalin-5-yl)-6,7-dihydro-1H-pyrrolo[3,2-c]pyridin-4(5H)-one (Example 126; 46.7 mg, 0.106 mmol), 3,3-difluorocyclobutanamine hydrochloride (PharmaStone, Lexington, Mass.; 45.5 mg, 0.317 mmol), and DIPEA (0.110 mL, 0.634 mmol) in DMSO (0.8 mL), heating at 80° C. for 1.5 h. Chromatographic purification (silica gel, 0-100% EtOAc/hexanes, then 0-10% MeOH/DCM) furnished 2434(3,3-difluorocyclobutyl)amino)-2-methylquinoxalin...